From a dataset of the Open Reaction Database (ORD), a public repository of structured organic reaction records. describe an organic reaction: reactants, conditions, products, and yield Starting materials: COC(C1=CC(=CC=C1)C=1OC(=C(N1)CN1C(CC2=CC(=CC=C12)C(C(F)(F)F)(C(F)(F)F)O)C)C)=O (3-{5-methyl-4-[2-methyl-5-(2,2,2-trifluoro-1-hydroxy-1-trifluoromethyl-ethyl)-2,3-dihydro-indol-1-ylmethyl]-oxazol-2-yl}-benzoic acid methyl ester), [H-].[Al+3].[Li+].[H-].[H-].[H-] (lithium aluminium hydride). Run in C1CCOC1 (THF). Reaction conditions: time 3 hour. Yields the product FC(C(C(F)(F)F)(O)C=1C=C2CC(N(C2=CC1)CC=1N=C(OC1C)C1=CC(=CC=C1)CO)C)(F)F (1,1,1,3,3,3-hexafluoro-2-{1-[2-(3-hydroxymethyl-phenyl)-5-methyl-oxazol-4-ylmethyl]-2-methyl-2,3-dihydro-1H-indol-5-yl}-propan-2-ol). Yield: 92.7%. Reaction SMILES: C[O:2][C:3](=O)[C:4]1[CH:9]=[CH:8][CH:7]=[C:6]([C:10]2[O:11][C:12]([CH3:36])=[C:13]([CH2:15][N:16]3[C:24]4[C:19](=[CH:20][C:21]([C:25]([OH:34])([C:30]([F:33])([F:32])[F:31])[C:26]([F:29])([F:28])[F:27])=[CH:22][CH:23]=4)[CH2:18][CH:17]3[CH3:35])[N:14]=2)[CH:5]=1.[H-].[Al+3].[Li+].[H-].[H-].[H-]>C1COCC1>[F:32][C:30]([F:31])([F:33])[C:25]([C:21]1[CH:20]=[C:19]2[C:24](=[CH:23][CH:22]=1)[N:16]([CH2:15][C:13]1[N:14]=[C:10]([C:6]3[CH:7]=[CH:8][CH:9]=[C:4]([CH2:3][OH:2])[CH:5]=3)[O:11][C:12]=1[CH3:36])[CH:17]([CH3:35])[CH2:18]2)([OH:34])[C:26]([F:29])([F:28])[F:27] |f:1.2.3.4.5.6|. Procedure details: A solution of 1.25 g (2.37 mmol) of 3-{5-methyl-4-[2-methyl-5-(2,2,2-trifluoro-1-hydroxy-1-trifluoromethyl-ethyl)-2,3-dihydro-indol-1-ylmethyl]-oxazol-2-yl}-benzoic acid methyl ester (example 90) in 15 ml of THF was treated at 0° C. with 180 mg (4.73 mmol) of lithium aluminium hydride and allowed to reach RT within 3 hrs. Distribution of the crude between a saturated aqueous solution of NH4Cl and EtOAc, drying of the combined organic phases over Na2SO4 and evaporation of the solvent gave 1.1 g (... The reactants are C[Si](C)(C)I, CO, CC#N, [Na+], [Na+], O, O, O, O, O, COCC(C)Oc1cc(O)cc(C(=O)Nc2cnc(C)cn2)c1, O=S([O-])([O-])=S. Yields the product Cc1cnc(NC(=O)c2cc(O)cc(OC(C)CO)c2)cn1. As a reaction SMILES: [CH3:1][Si:2]([I:3])([CH3:4])[CH3:5].[CH3:29][OH:30].[CH3:43][C:44]#[N:45].[Na+:41].[Na+:42].[OH2:31].[OH2:32].[OH2:33].[OH2:34].[OH2:35].[OH:6][c:7]1[cH:8][c:9]([C:10](=[O:11])[NH:12][c:13]2[n:14][cH:15][c:16]([CH3:19])[n:17][cH:18]2)[cH:20][c:21]([O:23][CH:24]([CH2:25][O:26][CH3:27])[CH3:28])[cH:22]1.[S:36]([O-:37])([O-:38])(=[O:39])=[S:40]>>[OH:6][c:7]1[cH:8][c:9]([C:10](=[O:11])[NH:12][c:13]2[n:14][cH:15][c:16]([CH3:19])[n:17][cH:18]2)[cH:20][c:21]([O:23][CH:24]([CH2:25][OH:26])[CH3:28])[cH:22]1. The reactants are NC1CCN(CC1)C(=O)OCC (ethyl 4-aminopiperidine-1-carboxylate), C(=O)(Cl)Cl (phosgene), Cl.CN1CCN(CC1)C1=NC(=NC(=C1)C1=CC=C2CCNCC2=C1)N (4-(4-methylpiperazin-1-yl)-6-(1,2,3,4-tetrahydroisoquinolin-7-yl)pyrimidin-2-amine HCl salt). The product is NC1=NC(=CC(=N1)C1=CC=C2CCN(CC2=C1)C(=O)NC1CCN(CC1)C(=O)OCC)N1CCN(CC1)C (Ethyl 4-({[7-[2-amino-6-(4-methylpiperazin-1-yl)pyrimidin-4-yl]-3,4-dihydroisoquinolin-2(1H)-yl]carbonyl}amino)piperidine-1-carboxylate). As a reaction SMILES: [NH2:1][CH:2]1[CH2:7][CH2:6][N:5]([C:8]([O:10][CH2:11][CH3:12])=[O:9])[CH2:4][CH2:3]1.[C:13](Cl)(Cl)=[O:14].Cl.[CH3:18][N:19]1[CH2:24][CH2:23][N:22]([C:25]2[CH:30]=[C:29]([C:31]3[CH:40]=[C:39]4[C:34]([CH2:35][CH2:36][NH:37][CH2:38]4)=[CH:33][CH:32]=3)[N:28]=[C:27]([NH2:41])[N:26]=2)[CH2:21][CH2:20]1>>[NH2:41][C:27]1[N:28]=[C:29]([C:31]2[CH:40]=[C:39]3[C:34]([CH2:35][CH2:36][N:37]([C:13]([NH:1][CH:2]4[CH2:3][CH2:4][N:5]([C:8]([O:10][CH2:11][CH3:12])=[O:9])[CH2:6][CH2:7]4)=[O:14])[CH2:38]3)=[CH:33][CH:32]=2)[CH:30]=[C:25]([N:22]2[CH2:21][CH2:20][N:19]([CH3:18])[CH2:24][CH2:23]2)[N:26]=1 |f:2.3|. Procedure details: This compound was prepared by using procedures analogous to those described for the synthesis of Example 40 starting from ethyl 4-aminopiperidine-1-carboxylate (Aldrich, Cat. #198064), phosgene and 4-(4-methylpiperazin-1-yl)-6-(1,2,3,4-tetrahydroisoquinolin-7-yl)pyrimidin-2-amine HCl salt. Analytic LCMS (M+H)+: m/z=523.3. Starting materials: CC(=O)O, CC(=O)CCc1ccc2c(c1)COc1ccc(OCc3ccc4cc(F)c(Cl)cc4n3)cc1C2OC1CCCCO1, C1COCCO1, O, O=C(O)C(F)(F)F. Product: CC(=O)CCc1ccc2c(c1)COc1ccc(OCc3ccc4cc(F)c(Cl)cc4n3)cc1C2O. As a reaction SMILES: [CH3:49][C:50](=[O:51])[OH:52].[Cl:8][c:9]1[c:10]([F:48])[cH:11][c:12]2[cH:13][cH:14][c:15]([CH2:19][O:20][c:21]3[cH:22][c:23]4[c:24]([cH:46][cH:47]3)[O:25][CH2:26][c:27]3[c:28]([cH:37][cH:38][c:39]([CH2:41][CH2:42][C:43]([CH3:44])=[O:45])[cH:40]3)[CH:29]4[O:30][CH:31]3[CH2:32][CH2:33][CH2:34][CH2:35][O:36]3)[n:16][c:17]2[cH:18]1.[O:53]1[CH2:54][CH2:55][O:56][CH2:57][CH2:58]1.[OH2:59].[OH:1][C:2]([C:3]([F:4])([F:5])[F:6])=[O:7]>>[Cl:8][c:9]1[c:10]([F:48])[cH:11][c:12]2[cH:13][cH:14][c:15]([CH2:19][O:20][c:21]3[cH:22][c:23]4[c:24]([cH:46][cH:47]3)[O:25][CH2:26][c:27]3[c:28]([cH:37][cH:38][c:39]([CH2:41][CH2:42][C:43]([CH3:44])=[O:45])[cH:40]3)[CH:29]4[OH:30])[n:16][c:17]2[cH:18]1. Starting materials: (R,S)-2,2-dimethyl-4-hydroxymethyl-1,3-dioxolane, [OH-].[K+] (potassium hydroxide), C(C1=CC=CC=C1)Cl (benzyl chloride). Run in C1=CC=CC=C1 (benzene). Product: C(C1=CC=CC=C1)OCC1=CC=CC=C1 (benzyl ether). Isolated yield 190.5%. RXN SMILES: [OH-:1].[K+].[CH2:3](Cl)[C:4]1[CH:9]=[CH:8][CH:7]=[CH:6][CH:5]=1>C1C=CC=CC=1>[CH2:3]([O:1][CH2:3][C:4]1[CH:9]=[CH:8][CH:7]=[CH:6][CH:5]=1)[C:4]1[CH:9]=[CH:8][CH:7]=[CH:6][CH:5]=1 |f:0.1|. Reported procedure: A mechanically stirred mixture of 104 g (0.78 mole) of (R,S)-2,2-dimethyl-4-hydroxymethyl-1,3-dioxolane, 500 ml of benzene, 86 g (1.53 mole) of powdered potassium hydroxide and 175 ml (1.52 mole) of benzyl chloride was refluxed for 17 hours while separating the condensed waterlayer (14 ml of water separated). After cooling the mixture was washed with water, 1M sodium hydrogen carbonate and brine respectively, dried with magnesium sulphate, filtered and evaporated to give 287 g of crude benzyl et... The reactants are C1=CC(=C(C(=C1)OO)C(=O)O)C(=O)O (monoperoxyphthalic acid), C1=CC(=C(C(=C1)OO)C(=O)O)C(=O)O (Monoperoxyphthalic acid), magnesium salt hexahydrate, FC=1C=C(C=C(C1N1CCN(CC1)C(CO)=O)F)N1C(O[C@H](C1)CNC(C)=O)=O ((S)-N-[[3-[3,5-Difluoro-4-[4-(hydroxyacetyl)-1-piperazinyl]-phenyl]-2-oxo-5-oxazolidinyl]methyl]-acetamide). The solvent is CO (methanol). Reaction conditions: temperature 25 celsius, time 72 hour. Yields the product FC=1C=C(C=C(C1N1CCN(CC1)C(CO)=O)F)N1C(O[C@@H](C1)C[NH+](C(C)=O)[O-])=O ((S)-N-[[3-[3,5-difluoro-4-[4-(hydroxyacetyl)-1-piperazinyl]phenyl]-2-oxo-5-oxazolidinyl]-methyl]acetamide N-oxide). RXN SMILES: [F:1][C:2]1[CH:3]=[C:4]([N:19]2[CH2:23][C@H:22]([CH2:24][NH:25][C:26](=[O:28])[CH3:27])[O:21][C:20]2=[O:29])[CH:5]=[C:6]([F:18])[C:7]=1[N:8]1[CH2:13][CH2:12][N:11]([C:14](=[O:17])[CH2:15][OH:16])[CH2:10][CH2:9]1.C1C=C([O:36]O)C(C(O)=O)=C(C(O)=O)C=1>CO>[F:18][C:6]1[CH:5]=[C:4]([N:19]2[CH2:23][C@@H:22]([CH2:24][NH+:25]([O-:36])[C:26](=[O:28])[CH3:27])[O:21][C:20]2=[O:29])[CH:3]=[C:2]([F:1])[C:7]=1[N:8]1[CH2:13][CH2:12][N:11]([C:14](=[O:17])[CH2:15][OH:16])[CH2:10][CH2:9]1. Procedure details: (S)-N-[[3-[3,5-Difluoro-4-[4-(hydroxyacetyl)-1-piperazinyl]-phenyl]-2-oxo-5-oxazolidinyl]methyl]-acetamide (VIII-A, R1=COCH3, R2=H, X1=X2=F) (0.13 g) is dissolved in 5 mL of methanol. Monoperoxyphthalic acid, magnesium salt hexahydrate (80% pure, 0.2 g) is added and the resulting suspension is stirred at 25° C. for 72 hours. An additional 0.2 g of monoperoxyphthalic acid is added and the reaction is stirred an additional 48 hours. The reaction mixture is filtered and the filtrate is concentrated... Reactants: N(=O)[O-].[Na+] (sodium nitrite), C([O-])([O-])=O.[Na+].[Na+] (sodium carbonate), C1=C(C=CC2=CC=CC=C12)O (2-naphthol), COS(=O)(=O)[O-].NC1=C(C=CC=C1)N(CC[N+](C)(C)C)C (2-[(2-aminophenyl)(methyl)amino]-N,N,N-trimethylethanaminium methylsulfate). Solvent: O (water), C(C)(C)O (isopropanol), O (water), Cl (hydrochloric acid). Run at time 1 hour. The product is COS(=O)(=O)[O-].OC1=C(C2=CC=CC=C2C=C1)N=NC1=C(C=CC=C1)N(CC[N+](C)(C)C)C (2-[{2-[(2-hydroxy-1-naphthalenyl)diazenyl]phenyl}(methyl)amino]-N,N,N-trimethylethanaminium methylsulfate). Reaction SMILES: [CH3:1][O:2][S:3]([O-:6])(=[O:5])=[O:4].[NH2:7][C:8]1[CH:13]=[CH:12][CH:11]=[CH:10][C:9]=1[N:14]([CH3:21])[CH2:15][CH2:16][N+:17]([CH3:20])([CH3:19])[CH3:18].[N:22]([O-])=O.[Na+].[CH:26]1[C:35]2[C:30](=[CH:31][CH:32]=[CH:33][CH:34]=2)[CH:29]=[CH:28][C:27]=1[OH:36].C(=O)([O-])[O-].[Na+].[Na+]>O.Cl.C(O)(C)C>[CH3:1][O:2][S:3]([O-:6])(=[O:5])=[O:4].[OH:36][C:27]1[CH:28]=[CH:29][C:30]2[C:35](=[CH:34][CH:33]=[CH:32][CH:31]=2)[C:26]=1[N:22]=[N:7][C:8]1[CH:13]=[CH:12][CH:11]=[CH:10][C:9]=1[N:14]([CH3:21])[CH2:15][CH2:16][N+:17]([CH3:20])([CH3:19])[CH3:18] |f:0.1,2.3,5.6.7,11.12|. Reported procedure: 1.4 g (4.4 mmol) of the compound from Step 10.4 was dissolved in 20 mL of water and 1.5 g of hydrochloric acid (32%), the solution was cooled in an ice bath and to it was added over a period of 10 min 0.3 g (4.4 mmol) of sodium nitrite in 2 mL of water. The mixture was allowed to agitate for an additional 30 min after which a solution of 0.63 g (4.4 mmol) of 2-naphthol in 10 mL of isopropanol was added. The pH was adjusted to 8 to 9 by addition of saturated sodium carbonate solution which result...